Dataset: the Open Reaction Database (ORD), a public repository of structured organic reaction records. Task: describe an organic reaction: reactants, conditions, products, and yield Starting materials: COc1ccc2[nH]c3ccc4c(c3c2c1)C(=O)N(CCN(C)C)C4=O, COS(=O)(=O)OC, CN(C)C=O, [H-], [Na+]. Product: COc1ccc2c(c1)c1c3c(ccc1n2C)C(=O)N(CCN(C)C)C3=O. Reaction SMILES: [CH3:1][N:2]([CH2:3][CH2:4][N:5]1[C:6](=[O:7])[c:8]2[cH:9][cH:10][c:11]3[nH:12][c:13]4[cH:14][cH:15][c:16]([O:23][CH3:24])[cH:17][c:18]4[c:19]3[c:20]2[C:21]1=[O:22])[CH3:25].[CH3:28][O:29][S:30]([O:31][CH3:32])(=[O:33])=[O:34].[CH3:35][N:36]([CH3:37])[CH:38]=[O:39].[H-:26].[Na+:27]>>[CH3:1][N:2]([CH2:3][CH2:4][N:5]1[C:6](=[O:7])[c:8]2[cH:9][cH:10][c:11]3[n:12]([CH3:28])[c:13]4[cH:14][cH:15][c:16]([O:23][CH3:24])[cH:17][c:18]4[c:19]3[c:20]2[C:21]1=[O:22])[CH3:25]. Reactants: COC(C1=C(C=CC=C1)C=C(C)[N+](=O)[O-])=O (2-(2-nitro-1-propenyl)-benzoic acid methyl ester), C(C)(=O)[O-].[Na+] (sodium acetate), C(C)OC(CN)OCC (2,2-diethoxyethanamine). The solvent is C(C)#N (acetonitrile). Run at temperature 25 celsius, time 18 hour. The product is C(C)OC(CN1C(C2=CC=CC=C2C1C(C)[N+](=O)[O-])=O)OCC (2,3-Dihydro-2-(2,2-diethoxyethyl)-3-(1-nitroethyl)-isoindol-1-one). RXN SMILES: CO[C:3](=[O:16])[C:4]1[CH:9]=[CH:8][CH:7]=[CH:6][C:5]=1[CH:10]=[C:11]([N+:13]([O-:15])=[O:14])[CH3:12].C([O-])(=O)C.[Na+].[CH2:22]([O:24][CH:25]([O:28][CH2:29][CH3:30])[CH2:26][NH2:27])[CH3:23]>C(#N)C>[CH2:22]([O:24][CH:25]([O:28][CH2:29][CH3:30])[CH2:26][N:27]1[CH:10]([CH:11]([N+:13]([O-:15])=[O:14])[CH3:12])[C:5]2[C:4](=[CH:9][CH:8]=[CH:7][CH:6]=2)[C:3]1=[O:16])[CH3:23] |f:1.2|. Reported procedure: A mixture of 2-(2-nitro-1-propenyl)-benzoic acid methyl ester (1.6 g, described in Example 28), sodium acetate (1.1 g) and 2,2-diethoxyethanamine (1.25 ml) in acetonitrile (20 ml) is stirred at 25° C. for 18 hr and evaporated. The residue is dissolved in ethyl acetate. The organic solution is washed with 1 N hydrochloric acid and brine, dried and evaporated to give the title compound as a mixture of two isomers (2.5 g). The reactants are O=C(OCC1(O)OCC(OC(=O)c2ccccc2)C(OC(=O)c2ccccc2)C1OC(=O)c1ccccc1)c1ccccc1, O=C([O-])[O-], CC(C)=O, [K+], [K+]. Yields the product COC1(COC(=O)c2ccccc2)OCC(OC(=O)c2ccccc2)C(OC(=O)c2ccccc2)C1OC(=O)c1ccccc1. RXN SMILES: [C:1]([c:2]1[cH:3][cH:4][cH:5][cH:6][cH:7]1)(=[O:8])[O:9][CH2:10][C:11]1([OH:12])[CH:13]([O:14][C:15]([c:16]2[cH:17][cH:18][cH:19][cH:20][cH:21]2)=[O:22])[CH:23]([O:24][C:25]([c:26]2[cH:27][cH:28][cH:29][cH:30][cH:31]2)=[O:32])[CH:33]([O:34][C:35]([c:36]2[cH:37][cH:38][cH:39][cH:40][cH:41]2)=[O:42])[CH2:43][O:44]1.[C:49](=[O:50])([O-:51])[O-:52].[CH3:45][C:46](=[O:47])[CH3:48].[K+:53].[K+:54]>>[C:1]([c:2]1[cH:3][cH:4][cH:5][cH:6][cH:7]1)(=[O:8])[O:9][CH2:10][C:11]1([O:12][CH3:45])[CH:13]([O:14][C:15]([c:16]2[cH:17][cH:18][cH:19][cH:20][cH:21]2)=[O:22])[CH:23]([O:24][C:25]([c:26]2[cH:27][cH:28][cH:29][cH:30][cH:31]2)=[O:32])[CH:33]([O:34][C:35]([c:36]2[cH:37][cH:38][cH:39][cH:40][cH:41]2)=[O:42])[CH2:43][O:44]1. Reactants: C(C)(C)(C)C=1N=C(C2=C(N1)N(N=N2)CC)N2CC(CC2)(F)F (5-tert-Butyl-7-(3,3-difluoro-pyrrolidin-1-yl)-3-ethyl-3H-[1,2,3]triazolo[4,5-d]pyrimidine), C(C)(C)(C)C=1N=C(C2=C(N1)NN=N2)N2CC(CC2)(F)F (5-tert-butyl-7-(3,3-difluoropyrrolidin-1-yl)-3H-[1,2,3]triazolo[4,5-d]pyrimidine), Cl.ClCC1=NC=NN1C (5-(chloromethyl)-1-methyl-1H-1,2,4-triazole hydrochloride). Yields the product C(C)(C)(C)C=1N=C(C2=C(N1)N(N=N2)CC=2N(N=CN2)C)N2CC(CC2)(F)F (5-tert-Butyl-7-(3,3-difluoro-pyrrolidin-1-yl)-3-(2-methyl-2H-[1,2,4]triazol-3-ylmethyl)-3H-[1,2,3]triazolo[4,5-d]pyrimidine). Reaction SMILES: [C:1]([C:5]1[N:6]=[C:7]([N:16]2[CH2:20][CH2:19][C:18]([F:22])([F:21])[CH2:17]2)[C:8]2[N:13]=[N:12][N:11]([CH2:14][CH3:15])[C:9]=2[N:10]=1)([CH3:4])([CH3:3])[CH3:2].C(C1N=C(N2CCC(F)(F)C2)C2N=NNC=2N=1)(C)(C)C.Cl.ClC[C:46]1[N:50](C)[N:49]=[CH:48][N:47]=1>>[C:1]([C:5]1[N:6]=[C:7]([N:16]2[CH2:20][CH2:19][C:18]([F:21])([F:22])[CH2:17]2)[C:8]2[N:13]=[N:12][N:11]([CH2:14][C:15]3[N:50]([CH3:46])[N:49]=[CH:48][N:47]=3)[C:9]=2[N:10]=1)([CH3:2])([CH3:3])[CH3:4] |f:2.3|. Procedure details: In analogy to the procedure described for the synthesis of 5-tert-butyl-7-(3,3-difluoropyrrolidin-1-yl)-3-ethyl-3H-[1,2,3]triazolo[4,5-d]pyrimidine (example 61), the title compound was prepared from 5-tert-butyl-7-(3,3-difluoropyrrolidin-1-yl)-3H-[1,2,3]triazolo[4,5-d]pyrimidine and 5-(chloromethyl)-1-methyl-1H-1,2,4-triazole hydrochloride and isolated as colorless gum. MS (m/e): 378.3 (MH+). Starting materials: O1C=NC=C1C1=CC=C(C=C1)S(=O)(=O)Cl (4-(1,3-oxazol-5-yl)benzenesulfonyl chloride), C(C)(C)(C)OC(=O)N1C[C@H](CC1)[C@@H](CN)OC1=CC=C(C=C1)C(F)(F)F ((S)-3-[(S)-2-Amino-1-(4-trifluoromethylphenoxy)ethyl]pyrrolidine-1-carboxylic acid t-butyl ester), C([O-])(O)=O.[Na+] (sodium bicarbonate). Solvent: C(Cl)Cl (DCM), C(Cl)Cl (DCM), C(Cl)Cl (DCM), C(C)N(CC)CC (triethylamine). Reaction conditions: time 1 hour. Yields the product O1C=NC=C1C1=CC=C(C=C1)S(=O)(=O)NC[C@@H](OC1=CC=C(C=C1)C(F)(F)F)[C@@H]1CNCC1 (4-Oxazol-5-yl-N—[(S)-2-(S)-pyrrolidin-3-yl-2-(4-trifluoromethylphenoxy)ethyl]benzenesulfonamide), C(=O)(C(F)(F)F)O (TFA). RXN SMILES: C(OC([N:8]1[CH2:12][CH2:11][C@H:10]([C@H:13]([O:16][C:17]2[CH:22]=[CH:21][C:20]([C:23]([F:26])([F:25])[F:24])=[CH:19][CH:18]=2)[CH2:14][NH2:15])[CH2:9]1)=O)(C)(C)C.[O:27]1[C:31]([C:32]2[CH:37]=[CH:36][C:35]([S:38](Cl)(=[O:40])=[O:39])=[CH:34][CH:33]=2)=[CH:30][N:29]=[CH:28]1.[C:42](=[O:45])(O)[O-:43].[Na+]>C(Cl)Cl.C(N(CC)CC)C>[O:27]1[C:31]([C:32]2[CH:33]=[CH:34][C:35]([S:38]([NH:15][CH2:14][C@H:13]([C@H:10]3[CH2:11][CH2:12][NH:8][CH2:9]3)[O:16][C:17]3[CH:18]=[CH:19][C:20]([C:23]([F:24])([F:25])[F:26])=[CH:21][CH:22]=3)(=[O:40])=[O:39])=[CH:36][CH:37]=2)=[CH:30][N:29]=[CH:28]1.[C:42]([OH:43])([C:23]([F:26])([F:25])[F:24])=[O:45] |f:2.3|. Procedure details: (S)-3-[(S)-2-Amino-1-(4-trifluoromethylphenoxy)ethyl]pyrrolidine-1-carboxylic acid t-butyl ester (35.0 mg, 0.093.5 mol, 1.0 eq.) was dissolved in DCM (1.2 mL) and triethylamine (39.1 μL). A solution of 4-(1,3-oxazol-5-yl)benzenesulfonyl chloride (56.9 mg, 234 μmol, 2.5 eq.) in DCM (0.4 mL,) was then added. The resulting mixture was stirred for 1 hour at room temperature. Saturated sodium bicarbonate was then added (1 mL) and the mixture was diluted with DCM (2 mL). The organic layer was collecte... Reactants: C(C)(C)(C)OC(=O)N1C[C@@H]([C@H]([C@@H](C1)OCC)C1=CC=C(C=C1)OCCCOCC1=CC=CC=C1)OCC1=CC2=CC=CC=C2C=C1 ((3R,4S,5S)-4-[4-(3-benzyloxy-propoxy)-phenyl]-5-ethoxy-3-(naphthalen-2-ylmethoxy)-piperidine-1-carboxylic acid tert-butylester), Cl (hydrochloric acid). Yields the product C(C1=CC=CC=C1)OCCCOC1=CC=C(C=C1)[C@@H]1[C@H](CNC[C@H]1OCC)OCC1=CC2=CC=CC=C2C=C1 ((3R,4S,5S)-4-[4-(3-benzyloxy-propoxy)-phenyl]-5-ethoxy-3-(naphthalen-2-ylmethoxy)-piperidine). RXN SMILES: C(OC([N:8]1[CH2:13][C@@H:12]([O:14][CH2:15][CH3:16])[C@H:11]([C:17]2[CH:22]=[CH:21][C:20]([O:23][CH2:24][CH2:25][CH2:26][O:27][CH2:28][C:29]3[CH:34]=[CH:33][CH:32]=[CH:31][CH:30]=3)=[CH:19][CH:18]=2)[C@@H:10]([O:35][CH2:36][C:37]2[CH:46]=[CH:45][C:44]3[C:39](=[CH:40][CH:41]=[CH:42][CH:43]=3)[CH:38]=2)[CH2:9]1)=O)(C)(C)C.Cl>>[CH2:28]([O:27][CH2:26][CH2:25][CH2:24][O:23][C:20]1[CH:19]=[CH:18][C:17]([C@H:11]2[C@H:12]([O:14][CH2:15][CH3:16])[CH2:13][NH:8][CH2:9][C@@H:10]2[O:35][CH2:36][C:37]2[CH:46]=[CH:45][C:44]3[C:39](=[CH:40][CH:41]=[CH:42][CH:43]=3)[CH:38]=2)=[CH:22][CH:21]=1)[C:29]1[CH:30]=[CH:31][CH:32]=[CH:33][CH:34]=1. Reported procedure: reacting the product of step g) with hydrochloric acid to yield (3R,4S,5S)-4-[4-(3-benzyloxy-propoxy)-phenyl]-5-ethoxy-3-(naphthalen-2-ylmethoxy)-piperidine. Reactants: C1CCOC1, CC(C)(C)[O-], CS(C)=O, Oc1ccc(Cl)c(Cl)c1, CCCSc1ccc(Cl)nc1C#N, [K+]. The product is CCCSc1ccc(Oc2ccc(Cl)c(Cl)c2)nc1C#N. RXN SMILES: [CH2:33]1[O:34][CH2:35][CH2:36][CH2:37]1.[CH3:23][C:24]([CH3:25])([O-:26])[CH3:27].[CH3:29][S:30]([CH3:31])=[O:32].[Cl:14][c:15]1[cH:16][c:17]([OH:22])[cH:18][cH:19][c:20]1[Cl:21].[Cl:1][c:2]1[cH:3][cH:4][c:5]([S:10][CH2:11][CH2:12][CH3:13])[c:6]([C:8]#[N:9])[n:7]1.[K+:28]>>[c:2]1([O:22][c:17]2[cH:16][c:15]([Cl:14])[c:20]([Cl:21])[cH:19][cH:18]2)[cH:3][cH:4][c:5]([S:10][CH2:11][CH2:12][CH3:13])[c:6]([C:8]#[N:9])[n:7]1. Reaction SMILES: [CH3:1][C:2]([C:4]1[CH:9]=[CH:8][C:7]([OH:10])=[C:6]([CH2:11][CH:12]=[CH2:13])[C:5]=1[OH:14])=[O:3]>[Pd]>[CH3:13][CH2:12][CH2:11][C:6]1[C:5]([OH:14])=[C:4]([C:2]([CH3:1])=[O:3])[CH:9]=[CH:8][C:7]=1[OH:10]. The product is CCCC1=C(C=CC(=C1O)C(=O)C)O (2,4-dihydroxy-3-propylacetophenone). Reactants: CC(=O)C1=C(C(=C(C=C1)O)CC=C)O (3-allyl-2,4-dihydroxyacetophenone), dihydroxy. The reagents and catalysts are [Pd] (palladium/carbon). Procedure: The chromone derivative of formula I is readily prepared according to the following reaction scheme: ##STR2## by reacting 2,4-dihydroxyacetophenone (II) with allylbromide in the presence of potassium carbonate and acetone to obtain 4-allyloxy-2-hydroxyacetophenone III which, upon heating at 180°-220° C., undergoes rearrangement to form 3-allyl-2,4-dihydroxyacetophenone (IV). The dihydroxy intermediate then is catalytically reduced in the presence of palladium/carbon catalyst to form 2,4-dihydrox... Reactants: C1CCOC1, [Li]CCCC, [Cl-], Clc1ccc2ccsc2c1, [NH4+], CN(C)C=O. The product is O=Cc1cc2ccc(Cl)cc2s1. Reaction SMILES: [CH2:23]1[O:24][CH2:25][CH2:26][CH2:27]1.[CH3:11][CH2:12][CH2:13][CH2:14][Li:15].[Cl-:21].[Cl:1][c:2]1[cH:3][cH:4][c:5]2[c:6]([s:7][cH:8][cH:9]2)[cH:10]1.[NH4+:22].[O:16]=[CH:17][N:18]([CH3:19])[CH3:20]>>[Cl:1][c:2]1[cH:3][cH:4][c:5]2[c:6]([s:7][c:8]([CH:17]=[O:16])[cH:9]2)[cH:10]1.